describe an organic reaction: reactants, conditions, products, and yield From a dataset of the Open Reaction Database (ORD), a public repository of structured organic reaction records. Reactants: C1CCOC1, CN1CCN(c2ccc(N)cc2)CC1, Cc1cc(C(=O)Nc2cccc(C(=O)c3ccc4c(c3)NC(=O)C4=CO)c2)n(C(C)(C)C)n1. Product: Cc1cc(C(=O)Nc2cccc(C(=O)c3ccc4c(c3)NC(=O)C4=CNc3ccc(N4CCN(C)CC4)cc3)c2)n(C(C)(C)C)n1. Reaction SMILES: [CH2:48]1[O:49][CH2:50][CH2:51][CH2:52]1.[CH3:34][N:35]1[CH2:36][CH2:37][N:38]([c:41]2[cH:42][cH:43][c:44]([NH2:47])[cH:45][cH:46]2)[CH2:39][CH2:40]1.[OH:1][CH:2]=[C:3]1[C:4](=[O:33])[NH:5][c:6]2[cH:7][c:8]([C:12](=[O:13])[c:14]3[cH:15][c:16]([NH:20][C:21](=[O:22])[c:23]4[n:24]([C:29]([CH3:30])([CH3:31])[CH3:32])[n:25][c:26]([CH3:28])[cH:27]4)[cH:17][cH:18][cH:19]3)[cH:9][cH:10][c:11]21>>[CH:2](=[C:3]1[C:4](=[O:33])[NH:5][c:6]2[cH:7][c:8]([C:12](=[O:13])[c:14]3[cH:15][c:16]([NH:20][C:21](=[O:22])[c:23]4[n:24]([C:29]([CH3:30])([CH3:31])[CH3:32])[n:25][c:26]([CH3:28])[cH:27]4)[cH:17][cH:18][cH:19]3)[cH:9][cH:10][c:11]21)[NH:47][c:44]1[cH:43][cH:42][c:41]([N:38]2[CH2:37][CH2:36][N:35]([CH3:34])[CH2:40][CH2:39]2)[cH:46][cH:45]1. Reactants: C(C)OC(=O)C1=C(CN(C1)C(C1=CC=CC=C1)=O)NC1=CC=CC=C1 (3-anilino-1-benzoyl-2,5-dihydro-1H-pyrrol-4-carboxylic acid ethyl ester). Run in C1(=CC=CC=C1)OC1=CC=CC=C1 (diphenyl ether). Yields the product C(C1=CC=CC=C1)(=O)N1CC=2NC=3C=CC=CC3C(C2C1)=O (2-Benzoyl-1,2,3,4-tetrahydro-9H-pyrrolo[3,4-b]-quinolin-9-one). RXN SMILES: C([O:3][C:4]([C:6]1[CH2:10][N:9]([C:11](=[O:18])[C:12]2[CH:17]=[CH:16][CH:15]=[CH:14][CH:13]=2)[CH2:8][C:7]=1[NH:19][C:20]1[CH:25]=[CH:24][CH:23]=[CH:22][CH:21]=1)=O)C>C1(OC2C=CC=CC=2)C=CC=CC=1>[C:11]([N:9]1[CH2:10][C:6]2[C:4](=[O:3])[C:21]3[CH:22]=[CH:23][CH:24]=[CH:25][C:20]=3[NH:19][C:7]=2[CH2:8]1)(=[O:18])[C:12]1[CH:13]=[CH:14][CH:15]=[CH:16][CH:17]=1. Procedure: 50 g of 3-anilino-1-benzoyl-2,5-dihydro-1H-pyrrol-4-carboxylic acid ethyl ester are heated at reflux in 500 ml of diphenyl ether for 1.5 hours, the resulting ethanol being continuously distilled off. Upon cooling, the resulting precipitate is filtered by suction, washed with ether and dried. 2-Benzoyl-1,2,3,4-tetrahydro-9H-pyrrolo[3,4-b]-quinolin-9-one is obtained. M.P. 275°. Starting materials: ( c ), COC1=C(C=CC(=C1)N1CCC(CC1)N1CCOCC1)N (2-Methoxy-4-(4-morpholin-4-yl-piperidin-1-yl)-phenylamine), CS(=O)C1=NN2C(C=N1)=CC=C2C2=C(C=CC=C2)S(=O)(=O)C (2-Methanesulfinyl-7-(2-methanesulfonyl-phenyl)-pyrrolo[2,1-f][1,2,4]triazine). Conditions: temperature 190 celsius. Yields the product CS(=O)(=O)C1=C(C=CC=C1)C1=CC=C2C=NC(=NN21)NC2=C(C=C(C=C2)N2CCC(CC2)N2CCOCC2)OC ([7-(2-Methanesulfonyl-phenyl)-pyrrolo[2,1-f][1,2,4]triazin-2-yl]-[2-methoxy-4-(4-morpholin-4-yl-piperidin-1-yl)-phenyl]-amine). Reaction SMILES: [CH3:1][O:2][C:3]1[CH:8]=[C:7]([N:9]2[CH2:14][CH2:13][CH:12]([N:15]3[CH2:20][CH2:19][O:18][CH2:17][CH2:16]3)[CH2:11][CH2:10]2)[CH:6]=[CH:5][C:4]=1[NH2:21].CS([C:25]1[N:30]=[CH:29][C:28]2=[CH:31][CH:32]=[C:33]([C:34]3[CH:39]=[CH:38][CH:37]=[CH:36][C:35]=3[S:40]([CH3:43])(=[O:42])=[O:41])[N:27]2[N:26]=1)=O>>[CH3:43][S:40]([C:35]1[CH:36]=[CH:37][CH:38]=[CH:39][C:34]=1[C:33]1[N:27]2[C:28]([CH:29]=[N:30][C:25]([NH:21][C:4]3[CH:5]=[CH:6][C:7]([N:9]4[CH2:14][CH2:13][CH:12]([N:15]5[CH2:20][CH2:19][O:18][CH2:17][CH2:16]5)[CH2:11][CH2:10]4)=[CH:8][C:3]=3[O:2][CH3:1])=[N:26]2)=[CH:31][CH:32]=1)(=[O:41])=[O:42]. Reported procedure: Following the procedure of example 532 (c), 2-Methoxy-4-(4-morpholin-4-yl-piperidin-1-yl)-phenylamine (0.095 g, 0.33 mmol) and 2-Methanesulfinyl-7-(2-methanesulfonyl-phenyl)-pyrrolo[2,1-f][1,2,4]triazine (0.17 g, 0.51 mmol) were heated in the microwave at 190° C. for 3 hours. Purification by Gilson chromatography gave [7-(2-Methanesulfonyl-phenyl)-pyrrolo[2,1-f][1,2,4]triazin-2-yl]-[2-methoxy-4-(4-morpholin-4-yl-piperidin-1-yl)-phenyl]-amine as a tan solid; MP: 111-112° C.; LCMS (m/e) 563 (M+1);... The product is OC12CC3CC(CC(C3)C1NC(c1ccccc1)(c1ccccc1)c1ccccc1)C2. Starting materials: ClCCl, NC1C2CC3CC(C2)CC1(O)C3, ClC(c1ccccc1)(c1ccccc1)c1ccccc1. As a reaction SMILES: [Cl:33][CH2:34][Cl:35].[OH:1][C:2]12[CH:3]([NH2:12])[CH:4]3[CH2:5][CH:6]([CH2:7][CH:8]([CH2:9]1)[CH2:10]3)[CH2:11]2.[c:13]1([C:19]([c:20]2[cH:21][cH:22][cH:23][cH:24][cH:25]2)([c:26]2[cH:27][cH:28][cH:29][cH:30][cH:31]2)[Cl:32])[cH:14][cH:15][cH:16][cH:17][cH:18]1>>[OH:1][C:2]12[CH:3]([NH:12][C:19]([c:13]3[cH:14][cH:15][cH:16][cH:17][cH:18]3)([c:20]3[cH:21][cH:22][cH:23][cH:24][cH:25]3)[c:26]3[cH:27][cH:28][cH:29][cH:30][cH:31]3)[CH:4]3[CH2:5][CH:6]([CH2:7][CH:8]([CH2:9]1)[CH2:10]3)[CH2:11]2. Reactants: COc1ccc(S(=O)(=O)Cl)cc1, ClC(Cl)Cl, NCc1ccccc1. Yields the product COc1ccc(S(=O)(=O)NCc2ccccc2)cc1. As a reaction SMILES: [CH3:9][O:10][c:11]1[cH:12][cH:13][c:14]([S:17](=[O:18])(=[O:19])[Cl:20])[cH:15][cH:16]1.[CH:21]([Cl:22])([Cl:23])[Cl:24].[NH2:1][CH2:2][c:3]1[cH:4][cH:5][cH:6][cH:7][cH:8]1>>[NH:1]([CH2:2][c:3]1[cH:4][cH:5][cH:6][cH:7][cH:8]1)[S:17]([c:14]1[cH:13][cH:12][c:11]([O:10][CH3:9])[cH:16][cH:15]1)(=[O:18])=[O:19].